From a dataset of the Open Reaction Database (ORD), a public repository of structured organic reaction records. describe an organic reaction: reactants, conditions, products, and yield Reactants: C1(CCC2=CC=CC=C12)=CC(=O)OCC (ethyl 2-(indan-1-ylidene)-acetate), C1(CCC2=CC=CC=C12)=O (indan-1-one), P(C1=CC=CC=C1)(C1=CC=CC=C1)C1=CC=CC=C1 ((C6H5)3P). Run in C1(=CC=CC=C1)C (toluene). Product: C1(=CCC2=CC=CC=C12)CC(=O)O (2-(ind-1-en-1-yl)-acetic acid). Isolated yield 90.0%. Reaction SMILES: [C:1]1(=[CH:10][C:11]([O:13]CC)=[O:12])[C:9]2[C:4](=[CH:5][CH:6]=[CH:7][CH:8]=2)[CH2:3][CH2:2]1.C1(=O)C2C(=CC=CC=2)CC1.P(C1C=CC=CC=1)(C1C=CC=CC=1)C1C=CC=CC=1>C1(C)C=CC=CC=1>[C:1]1([CH2:10][C:11]([OH:13])=[O:12])[C:9]2[C:4](=[CH:5][CH:6]=[CH:7][CH:8]=2)[CH2:3][CH:2]=1. Procedure: 2-(ind-1-en-1-yl)-acetic acid was prepared according to the method of H. Ahmed and N. Campbell J.C.S. (1960), 4115-4120, in a yield of 90%, from ethyl 2-(indan-1-ylidene)-acetate, which was itself prepared in a yield of 48% from indan-1-one and (C6H5)3P=CH--COOC2H5 in toluene. Starting materials: Br.Br.C12NCC(NC1)C2 (2,5-diazabicyclo[2.2.1]heptane, dihydrobromide), 1,8-diazobicyclo[5.4.0]undec-7-ene, C(C)#N (acetonitrile), C1(CC1)N1C=C(C(C2=CC(=C(C(=C12)F)F)F)=O)C(=O)OC (methyl 1-cyclopropyl-6,7,8-trifluoro-1,4-dihydro-4-oxo-3-quinolinecarboxylate), I[Si](C)(C)C (iodotrimethylsilane), I[Si](C)(C)C (iodotrimethylsilane). The solvent is ClCCl (dichloromethane). Product: C1(CC1)N1C=C(C(C2=CC(=C(C(=C12)F)N1C2CNC(C1)C2)F)=O)C(=O)O (1-Cyclopropyl-7-(2,5-diazabicyclo[2.2.1]hept-2-yl)-6,8-difluoro-1,4-dihydro-4-oxo-3-quinolinecarboxylic acid). Yield: 92.0%. As a reaction SMILES: [CH:1]1([N:4]2[C:13]3[C:8](=[CH:9][C:10]([F:16])=[C:11](F)[C:12]=3[F:14])[C:7](=[O:17])[C:6]([C:18]([O:20]C)=[O:19])=[CH:5]2)[CH2:3][CH2:2]1.I[Si](C)(C)C.Br.Br.[CH:29]12[CH2:35][CH:32]([NH:33][CH2:34]1)[CH2:31][NH:30]2.C(#N)C>ClCCl>[CH:1]1([N:4]2[C:13]3[C:8](=[CH:9][C:10]([F:16])=[C:11]([N:30]4[CH2:31][CH:32]5[CH2:35][CH:29]4[CH2:34][NH:33]5)[C:12]=3[F:14])[C:7](=[O:17])[C:6]([C:18]([OH:20])=[O:19])=[CH:5]2)[CH2:2][CH2:3]1 |f:2.3.4|. Reported procedure: To a solution of 1.0 g (3.4 mmole) of methyl 1-cyclopropyl-6,7,8-trifluoro-1,4-dihydro-4-oxo-3-quinolinecarboxylate in 25 ml dichloromethane was added 0.6 ml (0.8 g, 4.2 mmole) of iodotrimethylsilane while stirring at room temperature under a blanket of nitrogen. The reaction was warmed to reflux and stirred overnight. An additional 0.23 ml (1.6 mmole) of iodotrimethylsilane was added and the solution was refluxed for another two hours, cooled to room temperature, and concentrated. The residue w...